This data is from the Open Reaction Database (ORD), a public repository of structured organic reaction records. The task is: describe an organic reaction: reactants, conditions, products, and yield Reactants: Cl.C1C(CC2=CC=CC=C12)N1CCC2(C(NCN2C2=CC=CC=C2)=O)CC1 (8-indan-2-yl-1-phenyl-1,3,8-triaza-spiro[4.5]decan-4-one hydrochloride), CI (methyl iodide). The product is Cl.C1C(CC2=CC=CC=C12)N1CCC2(C(N(CN2C2=CC=CC=C2)C)=O)CC1 (8-Indan-2-yl-3-methyl-1-phenyl-1,3,8-triaza-spiro[4.5]decan-4-one hydrochloride). Reaction SMILES: [ClH:1].[CH2:2]1[C:10]2[C:5](=[CH:6][CH:7]=[CH:8][CH:9]=2)[CH2:4][CH:3]1[N:11]1[CH2:27][CH2:26][C:14]2([N:18]([C:19]3[CH:24]=[CH:23][CH:22]=[CH:21][CH:20]=3)[CH2:17][NH:16][C:15]2=[O:25])[CH2:13][CH2:12]1.[CH3:28]I>>[ClH:1].[CH2:2]1[C:10]2[C:5](=[CH:6][CH:7]=[CH:8][CH:9]=2)[CH2:4][CH:3]1[N:11]1[CH2:12][CH2:13][C:14]2([N:18]([C:19]3[CH:24]=[CH:23][CH:22]=[CH:21][CH:20]=3)[CH2:17][N:16]([CH3:28])[C:15]2=[O:25])[CH2:26][CH2:27]1 |f:0.1,3.4|. Procedure: The title compound, m.p.>250° C. and MS: m/e=362.2 (M+H+) was prepared in accordance with the general method of example 4 from 8-indan-2-yl-1-phenyl-1,3,8-triaza-spiro[4.5]decan-4-one hydrochloride (1:1) and methyl iodide.